describe an organic reaction: reactants, conditions, products, and yield From a dataset of the Open Reaction Database (ORD), a public repository of structured organic reaction records. The reactants are Cl.C(C)(OCC)=N (ethyl acetimidate hydrochloride), N[C@H](CN)C1=C(N2C([C@@H]([C@H]2C1)[C@@H](C)O)=O)C(=O)O ((5R,6S)-3-[(1S)-1,2-diaminoethyl]-6-[(1R)-1-hydroxyethyl]-7-oxo-1-azabicyclo[3.2.0]hept-2-ene-2-carboxylic acid), C([O-])([O-])=O.[K+].[K+] (potassium carbonate). Procedure: To a solution of (5R,6S)-3-[(1S)-1,2-diaminoethyl]-6-[(1R)-1-hydroxyethyl]-7-oxo-1-azabicyclo[3.2.0]hept-2-ene-2-carboxylic acid (1.00 g) in a mixture of water (100 ml) and tetrahydrofuran (100 ml) was added portionwise ethyl acetimidate hydrochloride (1.00 g) under ice-cooling with stirring, keeping the pH between 8.0 and 8.5 with saturated aqueous potassium carbonate. After stirring for 2 hours, the mixture was concentrated under reduced pressure to be about 10 ml-volume. The aqueous solution ... The solvent is O (water), O1CCCC1 (tetrahydrofuran), O (water). RXN SMILES: [NH2:1][C@@H:2]([C:5]1[CH2:11][C@H:10]2[N:7]([C:8](=[O:15])[C@@H:9]2[C@H:12]([OH:14])[CH3:13])[C:6]=1[C:16]([OH:18])=[O:17])[CH2:3][NH2:4].Cl.[C:20](=N)(OCC)[CH3:21].C(=O)([O-])[O-].[K+].[K+]>O.O1CCCC1>[OH:14][C@@H:12]([C@H:9]1[C:8](=[O:15])[N:7]2[C@@H:10]1[CH2:11][C:5]([C@H:2]1[CH2:3][NH:4][C:20]([CH3:21])=[N:1]1)=[C:6]2[C:16]([OH:18])=[O:17])[CH3:13] |f:1.2,3.4.5|. The yield is 7.3%. The product is O[C@H](C)[C@@H]1[C@H]2CC(=C(N2C1=O)C(=O)O)[C@@H]1N=C(NC1)C ((5R,6S)-6-[(1R)-1-hydroxyethyl]-3-[(4S)-2-methyl-2-imidazolin-4-yl]-7-oxo-1-azabicyclo[3.2.0]hept-2-ene-2-carboxylic acid). The reactants are C(C)(=O)OC(C)=O (acetic acid anhydride), N=1CCCN2C1SC1=C2C=C(C=C1)N (3,4-dihydro-2H-pyrimido[2,1-b]benzothiazol-7-amine). Run at time 1 hour. Product: N=1CCCN2C1SC1=C2C=C(C=C1)NC(C)=O (N-(3,4-dihydro-2H-pyrimido[2,1-b]benzothiazol-7-yl)acetamide). RXN SMILES: C(O[C:5](=[O:7])[CH3:6])(=O)C.[N:8]1[CH2:9][CH2:10][CH2:11][N:12]2[C:16]3[CH:17]=[C:18]([NH2:21])[CH:19]=[CH:20][C:15]=3[S:14][C:13]=12>>[N:8]1[CH2:9][CH2:10][CH2:11][N:12]2[C:16]3[CH:17]=[C:18]([NH:21][C:5](=[O:7])[CH3:6])[CH:19]=[CH:20][C:15]=3[S:14][C:13]=12. Procedure: To 25 parts of acetic acid anhydride are added portionwise 1.3 parts of 3,4-dihydro-2H-pyrimido[2,1-b]benzothiazol-7-amine (exothermic reaction: temp. rises to 30° C.). Upon completion, stirring is continued for one hour at room temperature. After cooling to 5°-10° C., the precipitated product is filtered off and dissolved in water. The solution is treated with activated charcoal. The latter is filtered off over hyflo and the filtrate is alkalized with a few drops of ammonium hydroxide. Upon sti... Starting materials: C(C)OC(=O)C=1N=C(SC1)CC1=CC=C(C=C1)C(C)(C)C (2-(4-tert-Butylbenzyl)thiazole-4-carboxylic acid ethyl ester), [Li+].[OH-] (LiOH). Yields the product C(C)(C)(C)C1=CC=C(CC=2SC=C(N2)C(=O)O)C=C1 (2-(4-tert-Butylbenzyl)thiazole-4-carboxylic acid). Reaction SMILES: C([O:3][C:4]([C:6]1[N:7]=[C:8]([CH2:11][C:12]2[CH:17]=[CH:16][C:15]([C:18]([CH3:21])([CH3:20])[CH3:19])=[CH:14][CH:13]=2)[S:9][CH:10]=1)=[O:5])C.[Li+].[OH-]>>[C:18]([C:15]1[CH:16]=[CH:17][C:12]([CH2:11][C:8]2[S:9][CH:10]=[C:6]([C:4]([OH:5])=[O:3])[N:7]=2)=[CH:13][CH:14]=1)([CH3:21])([CH3:19])[CH3:20] |f:1.2|. Procedure: 2-(4-tert-Butylbenzyl)thiazole-4-carboxylic acid ethyl ester was hydrolysized with 1M LiOH (5 ml). The reaction solvent was removed in vacuo. The residue was diluted with EtOAc and H2O and the aqueous layer was extracted with EtOAc. The combined organic layer was washed with brine, dried over MgSO4 and then concentrated in vacuo.